This data is from the Open Reaction Database (ORD), a public repository of structured organic reaction records. The task is: describe an organic reaction: reactants, conditions, products, and yield Reactants: C(CCCCCCCCCCC)N(S(=O)(=O)C1=CC(=C(C2=CC=CC=C12)O)N=NC1=CC=C(C=C1)OC)CCCCCCCCCCCC (4-(N,N-didodecylsulfamyl)-2-(p-methoxyphenylazo)-1-naphthol), C(C)(=O)NC1=CC=C(C2=CC=C(C(=C12)O)N=NC1=C(C=CC=C1)OC)S(=O)(=O)Cl (4-acetamido-5-hydroxy-6-(o-methoxyphenylazo)naphthalene-1-sulfonyl chloride). Reagents/catalysts: O1CCCC1 (tetrahydrofuran). Run in ice water. Reaction conditions: time 8 hour. Yields the product C(C)(=O)NC1=CC=C(C2=CC=C(C(=C12)O)N=NC1=C(C=CC=C1)OC)S(=O)(=O)NC1=C(C2=CC=CC=C2C(=C1)S(N(CCCCCCCCCCCC)CCCCCCCCCCCC)(=O)=O)O (2-[4-acetamido-5-hydroxy-6-(o-methoxyphenylazo)naphthalene-1-sulfonamido]-4-(N,N-didodecylsulfamyl)-1-naphthol). RXN SMILES: [CH2:1]([N:13]([CH2:38][CH2:39][CH2:40][CH2:41][CH2:42][CH2:43][CH2:44][CH2:45][CH2:46][CH2:47][CH2:48][CH3:49])[S:14]([C:17]1[C:26]2[C:21](=[CH:22][CH:23]=[CH:24][CH:25]=2)[C:20]([OH:27])=[C:19]([N:28]=NC2C=CC(OC)=CC=2)[CH:18]=1)(=[O:16])=[O:15])[CH2:2][CH2:3][CH2:4][CH2:5][CH2:6][CH2:7][CH2:8][CH2:9][CH2:10][CH2:11][CH3:12].[C:50]([NH:53][C:54]1[C:63]2[C:58](=[CH:59][CH:60]=[C:61]([N:65]=[N:66][C:67]3[CH:72]=[CH:71][CH:70]=[CH:69][C:68]=3[O:73][CH3:74])[C:62]=2[OH:64])[C:57]([S:75](Cl)(=[O:77])=[O:76])=[CH:56][CH:55]=1)(=[O:52])[CH3:51]>O1CCCC1>[C:50]([NH:53][C:54]1[C:63]2[C:58](=[CH:59][CH:60]=[C:61]([N:65]=[N:66][C:67]3[CH:72]=[CH:71][CH:70]=[CH:69][C:68]=3[O:73][CH3:74])[C:62]=2[OH:64])[C:57]([S:75]([NH:28][C:19]2[CH:18]=[C:17]([S:14](=[O:16])(=[O:15])[N:13]([CH2:38][CH2:39][CH2:40][CH2:41][CH2:42][CH2:43][CH2:44][CH2:45][CH2:46][CH2:47][CH2:48][CH3:49])[CH2:1][CH2:2][CH2:3][CH2:4][CH2:5][CH2:6][CH2:7][CH2:8][CH2:9][CH2:10][CH2:11][CH3:12])[C:26]3[C:21](=[CH:22][CH:23]=[CH:24][CH:25]=3)[C:20]=2[OH:27])(=[O:77])=[O:76])=[CH:56][CH:55]=1)(=[O:52])[CH3:51]. Procedure details: A solution of 3.47 g (0.0050 mole) 4-(N,N-didodecylsulfamyl)-2-(p-methoxyphenylazo)-1-naphthol in 50 ml tetrahydrofuran containing 0.5 g 5% palladium/carbon catalyst was hydrogenated at low pressure and room temperature for 2 hr. The mixture was filtered and poured into water, then extracted with ether. The extract was concentrated to a gum which was dissolved in 50 ml pyridine. The solution was cooled in an ice bath, and 2.17 g (0.005 mole) 4-acetamido-5-hydroxy-6-(o-methoxyphenylazo)naphthalen... The reactants are O=C1c2ccccc2C(=O)N1c1ccc(CBr)c(F)c1, CS(C)=O, N#C[Na], O. Yields the product N#CCc1ccc(N2C(=O)c3ccccc3C2=O)cc1F. RXN SMILES: [Br:4][CH2:5][c:6]1[c:7]([F:23])[cH:8][c:9]([N:12]2[C:13](=[O:22])[c:14]3[c:15]([cH:18][cH:19][cH:20][cH:21]3)[C:16]2=[O:17])[cH:10][cH:11]1.[CH3:24][S:25](=[O:26])[CH3:27].[Na:1][C:2]#[N:3].[OH2:28]>>[C:2](#[N:3])[CH2:5][c:6]1[c:7]([F:23])[cH:8][c:9]([N:12]2[C:13](=[O:22])[c:14]3[c:15]([cH:18][cH:19][cH:20][cH:21]3)[C:16]2=[O:17])[cH:10][cH:11]1. Starting materials: C[O-], CC(=O)O, CO, CC(=O)Nc1cc2c(cc1[N+](=O)[O-])OCO2, [Na+]. Product: Nc1cc2c(cc1[N+](=O)[O-])OCO2. RXN SMILES: [CH3:17][O-:18].[CH3:20][C:21](=[O:22])[OH:23].[CH3:24][OH:25].[NH:1]([C:2]([CH3:3])=[O:4])[c:5]1[cH:6][c:7]2[c:8]([cH:12][c:13]1[N+:14](=[O:15])[O-:16])[O:9][CH2:10][O:11]2.[Na+:19]>>[NH2:1][c:5]1[cH:6][c:7]2[c:8]([cH:12][c:13]1[N+:14](=[O:15])[O-:16])[O:9][CH2:10][O:11]2. The reactants are CCO, S=C=Nc1ccc(Cl)cc1, N#CN, [Na]. The product is N#CNC(=S)Nc1ccc(Cl)cc1. Reaction SMILES: [CH3:15][CH2:16][OH:17].[Cl:5][c:6]1[cH:7][cH:8][c:9]([N:12]=[C:13]=[S:14])[cH:10][cH:11]1.[N:1]#[C:2][NH2:3].[Na:4]>>[N:1]#[C:2][NH:3][C:13]([NH:12][c:9]1[cH:8][cH:7][c:6]([Cl:5])[cH:11][cH:10]1)=[S:14]. Starting materials: O (water), C(C)(C)C(C(=O)N)(N1C(C2=CC=CC=C2C1=O)=O)C (α-isopropyl-α-methyl-1,3-dioxo-2-isoindolineacetamide), CCCCCC (hexane). Solvent: C1(=CC=CC=C1)C (toluene). Run at temperature 100 celsius. The product is C(C)(C)C1(C(N=C2N1C(C1=CC=CC=C21)=O)=O)C (3-isopropyl-3-methyl-3H-imidazo[2,1-a]isoindole-2,5-dione). The yield is 81.5%. As a reaction SMILES: [CH:1]([C:4]([CH3:19])([N:8]1[C:16](=[O:17])[C:15]2[C:10](=[CH:11][CH:12]=[CH:13][CH:14]=2)[C:9]1=O)[C:5]([NH2:7])=[O:6])([CH3:3])[CH3:2].O.CCCCCC>C1(C)C=CC=CC=1>[CH:1]([C:4]1([CH3:19])[N:8]2[C:16](=[O:17])[C:15]3[C:10]([C:9]2=[N:7][C:5]1=[O:6])=[CH:11][CH:12]=[CH:13][CH:14]=3)([CH3:3])[CH3:2]. Procedure details: A solution of 130.1 g (0.5 mole) of α-isopropyl-α-methyl-1,3-dioxo-2-isoindolineacetamide in 650 ml toluene is heated with vigorous stirring under a Dean-Stark water separator in order to remove traces of water. The solution was cooled to 100° C and 2.0 g sodium hydroxide in the form of pels is added and the mixture rapidly heated to reflux. Water collects in the water separator. One-half hour after the addition of the sodium hydroxide, a further 2 g is added and heating is continued for a furth... Yields the product CCOC(=O)c1c(C)[nH]c(C=O)c1C. The reactants are CCOC(=O)c1c(C)c[nH]c1C, CN(C)C=O. As a reaction SMILES: [CH2:1]([CH3:2])[O:3][C:4](=[O:5])[c:6]1[c:7]([CH3:12])[nH:8][cH:9][c:10]1[CH3:11].[O:13]=[CH:14][N:15]([CH3:16])[CH3:17]>>[CH2:1]([CH3:2])[O:3][C:4](=[O:5])[c:6]1[c:7]([CH3:12])[nH:8][c:9]([CH:14]=[O:13])[c:10]1[CH3:11]. Starting materials: N1([C@H](C(=O)N[C@H](CC2=CNC3=CC=CC=C23)C(=O)N([C@@H](CC2=CC=CC=C2)C(=O)N[C@H](CC2=CNC3=CC=CC=C23)C(=O)N[C@@H](CC(C)C)C(=O)N[C@@H](CCSC)C(=O)N)C)CCC1)C(=O)OC(C)(C)C (BocPro-DTrp-MePhe-DTrp-Leu-MetNH2), FC(C(=O)O)(F)F (trifluoroacetic acid). Solvent: C(C)(S)S (ethanedithiol), CSC (dimethyl sulfide). The product is N1[C@H](C(=O)N[C@H](CC2=CNC3=CC=CC=C23)C(=O)N([C@@H](CC2=CC=CC=C2)C(=O)N[C@H](CC2=CNC3=CC=CC=C23)C(=O)N[C@@H](CC(C)C)C(=O)N[C@@H](CCSC)C(=O)N)C)CCCC1 (HPro-DTrp-MePhe-DTrp-Leu-MetNH2). Reaction SMILES: [N:1]1([C:65](OC(C)(C)C)=O)[CH2:64][CH2:63][CH2:62][C@H:2]1[C:3]([NH:5][C@@H:6]([C:17]([N:19]([CH3:61])[C@H:20]([C:28]([NH:30][C@@H:31]([C:42]([NH:44][C@H:45]([C:50]([NH:52][C@H:53]([C:58]([NH2:60])=[O:59])[CH2:54][CH2:55][S:56][CH3:57])=[O:51])[CH2:46][CH:47]([CH3:49])[CH3:48])=[O:43])[CH2:32][C:33]1[C:41]2[C:36](=[CH:37][CH:38]=[CH:39][CH:40]=2)[NH:35][CH:34]=1)=[O:29])[CH2:21][C:22]1[CH:27]=[CH:26][CH:25]=[CH:24][CH:23]=1)=[O:18])[CH2:7][C:8]1[C:16]2[C:11](=[CH:12][CH:13]=[CH:14][CH:15]=2)[NH:10][CH:9]=1)=[O:4].FC(F)(F)C(O)=O>CSC.C(S)(S)C>[NH:1]1[CH2:65][CH2:64][CH2:63][CH2:62][C@H:2]1[C:3]([NH:5][C@@H:6]([C:17]([N:19]([CH3:61])[C@H:20]([C:28]([NH:30][C@@H:31]([C:42]([NH:44][C@H:45]([C:50]([NH:52][C@H:53]([C:58]([NH2:60])=[O:59])[CH2:54][CH2:55][S:56][CH3:57])=[O:51])[CH2:46][CH:47]([CH3:48])[CH3:49])=[O:43])[CH2:32][C:33]1[C:41]2[C:36](=[CH:37][CH:38]=[CH:39][CH:40]=2)[NH:35][CH:34]=1)=[O:29])[CH2:21][C:22]1[CH:27]=[CH:26][CH:25]=[CH:24][CH:23]=1)=[O:18])[CH2:7][C:8]1[C:16]2[C:11](=[CH:12][CH:13]=[CH:14][CH:15]=2)[NH:10][CH:9]=1)=[O:4]. Reported procedure: Condensation of BocPro-DTrp-MePheOH (0.800 g.) and HDTrp-Leu-MetNH2 acetate salt (part B of Example 17, 0.721 g.) using dicyclohexylcarbodiimide and 1-hydroxybenzotriazole gave BocPro-DTrp-MePhe-DTrp-Leu-MetNH2 in 31% yield. De-t-butoxycarbonylation of BocPro-DTrp-MePhe-DTrp-Leu-MetNH2 (0.400 g.) using trifluoroacetic acid in dimethyl sulfide and ethanedithiol gave HPro-DTrp-MePhe-DTrp-Leu-MetNH2, which was isolated as the amorphous white solid phosphate (1:2) salt dihydrate in 23% yield.